This data is from the Open Reaction Database (ORD), a public repository of structured organic reaction records. The task is: describe an organic reaction: reactants, conditions, products, and yield Reactants: CC(=O)O[BH-](OC(C)=O)OC(C)=O, CC1CCC(C)(C)CC1=O, CC(=O)O, Cc1ccccc1, ClCCl, NCc1ccccc1, [Na+], O. Yields the product CC1CCC(C)(C)CC1NCc1ccccc1. As a reaction SMILES: [C:19]([O:20][BH-:21]([O:22][C:23](=[O:24])[CH3:25])[O:26][C:27](=[O:28])[CH3:29])(=[O:30])[CH3:31].[CH3:1][CH:2]1[C:3](=[O:10])[CH2:4][C:5]([CH3:8])([CH3:9])[CH2:6][CH2:7]1.[CH3:33][C:34](=[O:35])[OH:36].[CH3:37][c:38]1[cH:39][cH:40][cH:41][cH:42][cH:43]1.[Cl:44][CH2:45][Cl:46].[NH2:11][CH2:12][c:13]1[cH:14][cH:15][cH:16][cH:17][cH:18]1.[Na+:32].[OH2:47]>>[CH3:1][CH:2]1[CH:3]([NH:11][CH2:12][c:13]2[cH:14][cH:15][cH:16][cH:17][cH:18]2)[CH2:4][C:5]([CH3:8])([CH3:9])[CH2:6][CH2:7]1.